This data is from the Open Reaction Database (ORD), a public repository of structured organic reaction records. The task is: describe an organic reaction: reactants, conditions, products, and yield Starting materials: NCCNCc1ccccc1, CCOC(C)=O, COC(=O)c1ccc(Cl)nc1, O. Product: COC(=O)c1ccc(NCCNCc2ccccc2)nc1. As a reaction SMILES: [CH2:12]([c:13]1[cH:14][cH:15][cH:16][cH:17][cH:18]1)[NH:19][CH2:20][CH2:21][NH2:22].[CH3:24][CH2:25][O:26][C:27](=[O:28])[CH3:29].[Cl:1][c:2]1[n:3][cH:4][c:5]([C:6](=[O:7])[O:8][CH3:9])[cH:10][cH:11]1.[OH2:23]>>[c:2]1([NH:22][CH2:21][CH2:20][NH:19][CH2:12][c:13]2[cH:14][cH:15][cH:16][cH:17][cH:18]2)[n:3][cH:4][c:5]([C:6](=[O:7])[O:8][CH3:9])[cH:10][cH:11]1. Starting materials: CN(C)C=O, FC(F)(F)Oc1ccc(-c2cncc(CCl)c2)cc1, [H-], [Na+], O, Oc1ccc(CCCCn2ccnn2)cc1. The product is FC(F)(F)Oc1ccc(-c2cncc(COc3ccc(CCCCn4ccnn4)cc3)c2)cc1. RXN SMILES: [CH3:39][N:40]([CH3:41])[CH:42]=[O:43].[Cl:19][CH2:20][c:21]1[cH:22][n:23][cH:24][c:25](-[c:27]2[cH:28][cH:29][c:30]([O:33][C:34]([F:35])([F:36])[F:37])[cH:31][cH:32]2)[cH:26]1.[H-:17].[Na+:18].[OH2:38].[n:1]1([CH2:6][CH2:7][CH2:8][CH2:9][c:10]2[cH:11][cH:12][c:13]([OH:16])[cH:14][cH:15]2)[n:2][n:3][cH:4][cH:5]1>>[n:1]1([CH2:6][CH2:7][CH2:8][CH2:9][c:10]2[cH:11][cH:12][c:13]([O:16][CH2:20][c:21]3[cH:22][n:23][cH:24][c:25](-[c:27]4[cH:28][cH:29][c:30]([O:33][C:34]([F:35])([F:36])[F:37])[cH:31][cH:32]4)[cH:26]3)[cH:14][cH:15]2)[n:2][n:3][cH:4][cH:5]1. The reactants are C(C)(=O)Cl (Acetyl chloride), C(#N)C=1C=C(C=CC1OCC1=C(C=CC=C1)F)C#CC[C@@H](C(=O)OC)NC(=O)OC(C)(C)C (methyl (2S)-5-(3-cyano-4-{[(2-fluorophenyl)methyl]oxy}phenyl)-2-({[(1,1-dimethylethyl)oxy]carbonyl}amino)-4-pentynoate), CO (methanol). The solvent is C(C)(=O)OCC (ethyl acetate). Conditions: time 8 hour. Product: N[C@H](C(=O)OC)CC#CC1=CC(=C(C=C1)OCC1=C(C=CC=C1)F)C#N (methyl (2S)-2-amino-5-(3-cyano-4-{[(2-fluorophenyl)methyl]oxy}phenyl)-4-pentynoate). RXN SMILES: C(Cl)(=O)C.[C:5]([C:7]1[CH:8]=[C:9]([C:22]#[C:23][CH2:24][C@H:25]([NH:30]C(OC(C)(C)C)=O)[C:26]([O:28][CH3:29])=[O:27])[CH:10]=[CH:11][C:12]=1[O:13][CH2:14][C:15]1[CH:20]=[CH:19][CH:18]=[CH:17][C:16]=1[F:21])#[N:6].CO>C(OCC)(=O)C>[NH2:30][C@@H:25]([CH2:24][C:23]#[C:22][C:9]1[CH:10]=[CH:11][C:12]([O:13][CH2:14][C:15]2[CH:20]=[CH:19][CH:18]=[CH:17][C:16]=2[F:21])=[C:7]([C:5]#[N:6])[CH:8]=1)[C:26]([O:28][CH3:29])=[O:27]. Reported procedure: Acetyl chloride (225 ul, 248 mg, 3.16 mmol) was added dropwise to a solution of methyl (2S)-5-(3-cyano-4-{[(2-fluorophenyl)methyl]oxy}phenyl)-2-({[(1,1-dimethylethyl)oxy]carbonyl}amino)-4-pentynoate (D70, 286 mg, 0.631 mmol), prepared with analogous procedure to that described hereinabove, in dry ethyl acetate (10 ml) and dry methanol (2 ml). After stirring at room temperature overnight the solvent was evaporated, water (10 ml) and dioxin (10 ml) were added and the pH was adjusted to 10 using 28...